This data is from the Open Reaction Database (ORD), a public repository of structured organic reaction records. The task is: describe an organic reaction: reactants, conditions, products, and yield The reactants are CCOC(=O)COc1ccc(NC(=O)OC(C)(C)C)cc1CCCOC, CI, [H-], [Na+], CN(C)C=O. Yields the product CCOC(=O)COc1ccc(N(C)C(=O)OC(C)(C)C)cc1CCCOC. RXN SMILES: [CH2:1]([CH3:2])[O:3][C:4]([CH2:5][O:6][c:7]1[c:8]([CH2:21][CH2:22][CH2:23][O:24][CH3:25])[cH:9][c:10]([NH:13][C:14](=[O:15])[O:16][C:17]([CH3:18])([CH3:19])[CH3:20])[cH:11][cH:12]1)=[O:26].[CH3:29][I:30].[H-:28].[Na+:27].[O:31]=[CH:32][N:33]([CH3:34])[CH3:35]>>[CH2:1]([CH3:2])[O:3][C:4]([CH2:5][O:6][c:7]1[c:8]([CH2:21][CH2:22][CH2:23][O:24][CH3:25])[cH:9][c:10]([N:13]([C:14](=[O:15])[O:16][C:17]([CH3:18])([CH3:19])[CH3:20])[CH3:29])[cH:11][cH:12]1)=[O:26].